Dataset: the Open Reaction Database (ORD), a public repository of structured organic reaction records. Task: describe an organic reaction: reactants, conditions, products, and yield Reactants: NC=1C(=NC(=C(N1)Cl)Cl)C=NNS(=O)(=O)C1=CC=C(C=C1)C (p-Toluenesulfonic acid 2-[(3-amino-5,6-dichloropyrazinyl)methylene]hydrazide), C1(=CC=C(C=C1)S(=O)(=O)Cl)C (p-toluenesulfonyl chloride), NN (hydrazine). Run in O1CCCC1 (tetrahydrofuran). The product is C1(=CC=C(C=C1)S(=O)(=O)NN)C (p-toluenesulfonylhydrazine). As a reaction SMILES: NC1C(C=[N:11][NH:12][S:13]([C:16]2[CH:21]=[CH:20][C:19]([CH3:22])=[CH:18][CH:17]=2)(=[O:15])=[O:14])=NC(Cl)=C(Cl)N=1.C1(C)C=CC(S(Cl)(=O)=O)=CC=1.NN>O1CCCC1>[C:19]1([CH3:22])[CH:18]=[CH:17][C:16]([S:13]([NH:12][NH2:11])(=[O:14])=[O:15])=[CH:21][CH:20]=1. Procedure: p-Toluenesulfonic acid 2-[(3-amino-5,6-dichloropyrazinyl)methylene]hydrazide by the reaction of p-toluenesulfonyl chloride with hydrazine in tetrahydrofuran to form p-toluenesulfonylhydrazine, followed by the reaction of the latter with 3-amino-5,6-dichloropyrazinaldehyde.